This data is from the Open Reaction Database (ORD), a public repository of structured organic reaction records. The task is: describe an organic reaction: reactants, conditions, products, and yield Starting materials: C(Br)(Br)(Br)Br (carbon tetrabromide), C1(=CC=CC=C1)P(C1=CC=CC=C1)C1=CC=CC=C1 (triphenylphosphine), OCC1=CC=CC(=N1)CCC(=O)OC(C)(C)C (t-Butyl 3-(6-hydroxymethylpyridin-2-yl)propionate). The solvent is C(Cl)Cl (methylene chloride). The product is BrCC1=CC=CC(=N1)CCC(=O)OC(C)(C)C (t-butyl 3-(6-bromomethylpyridin-2-yl)propionate). Yield: 69.2%. Reaction SMILES: O[CH2:2][C:3]1[N:8]=[C:7]([CH2:9][CH2:10][C:11]([O:13][C:14]([CH3:17])([CH3:16])[CH3:15])=[O:12])[CH:6]=[CH:5][CH:4]=1.C(Br)(Br)(Br)[Br:19].C1(P(C2C=CC=CC=2)C2C=CC=CC=2)C=CC=CC=1>C(Cl)Cl>[Br:19][CH2:2][C:3]1[N:8]=[C:7]([CH2:9][CH2:10][C:11]([O:13][C:14]([CH3:17])([CH3:16])[CH3:15])=[O:12])[CH:6]=[CH:5][CH:4]=1. Procedure details: t-Butyl 3-(6-hydroxymethylpyridin-2-yl)propionate (16.13 g) was dissolved in 200 mL of dry methylene chloride, and 33.8 g of carbon tetrabromide was added to the above solution, additionally 21.5 g of triphenylphosphine was added thereto in small portions under stirring at ice temperature, and then the mixture was stirred at the same temperature for 30 minutes. The reaction mixture was transferred to a separating funnel, washed with saturated aqueous sodium bicarbonate, then brine, dried over an... The reactants are S(=O)(Cl)Cl (thionyl chloride), NCCCC(=O)O (4-aminobutyric acid), C(C)O (Ethanol). Run at time 8 hour. The product is Cl.NCCCC(=O)OCC (ethyl 4-aminobutyrate hydrochloride). As a reaction SMILES: S(Cl)([Cl:3])=O.[NH2:5][CH2:6][CH2:7][CH2:8][C:9]([OH:11])=[O:10].[CH2:12](O)[CH3:13]>>[ClH:3].[NH2:5][CH2:6][CH2:7][CH2:8][C:9]([O:11][CH2:12][CH3:13])=[O:10] |f:3.4|. Reported procedure: Ethanol (500 mL) was cooled to 0° C., and thionyl chloride (85 mL, 1.2 mol) was added dropwise with stirring. The reaction was stirred for one hour at 0° C., and solid 4-aminobutyric acid (100 g, 0.97 mol) was then added. After ten minutes of stirring, the reaction was allowed to warm to ambient temperature and stirred for two hours. The reaction was then allowed to stand at ambient temperature overnight. The ethanol was removed under reduced pressure, and the solid residue was dissolved in ethy... The reactants are C(C1=CC=CC=C1)OC(=O)NC(C(=O)O)(C)C (2-benzyloxycarbonylamino-2-(methyl)-propionic acid), C(=O)(N1C=NC=C1)N1C=NC=C1 (1,1′-carbonylbis-1H-imidazole), NCCO (2-aminoethanol). The solvent is O1CCCC1 (tetrahydrofuran). Run at time 1 hour. Yields the product C(C1=CC=CC=C1)OC(=O)NC(C(=O)NCCO)(C)C (2-[2-benzyloxycarbonylamino-2-(methyl)propionylamino]ethanol). As a reaction SMILES: [CH2:1]([O:8][C:9]([NH:11][C:12]([CH3:17])([CH3:16])[C:13]([OH:15])=O)=[O:10])[C:2]1[CH:7]=[CH:6][CH:5]=[CH:4][CH:3]=1.C(N1C=CN=C1)(N1C=CN=C1)=O.[NH2:30][CH2:31][CH2:32][OH:33]>O1CCCC1>[CH2:1]([O:8][C:9]([NH:11][C:12]([CH3:17])([CH3:16])[C:13]([NH:30][CH2:31][CH2:32][OH:33])=[O:15])=[O:10])[C:2]1[CH:3]=[CH:4][CH:5]=[CH:6][CH:7]=1. Reported procedure: To a solution of 2-benzyloxycarbonylamino-2-(methyl)-propionic acid (1 g) in tetrahydrofuran (5 mL) was added 1,1′-carbonylbis-1H-imidazole (889 mg), and the mixture was stirred at room temperature for 1 hour. To the reaction mixture was added 2-aminoethanol (0.38 mL), and the mixture was stirred at room temperature for 2 hours. The reaction mixture was purified by column chromatography on silica gel (eluent: dichloromethane/methanol=20/1) to give 2-[2-benzyloxycarbonylamino-2-(methyl)propionyla...